From a dataset of the Open Reaction Database (ORD), a public repository of structured organic reaction records. describe an organic reaction: reactants, conditions, products, and yield Reactants: CC(=O)O, O=Cc1ccc(Cl)o1, NN1CCNC(=O)C1=O. The product is O=C1NCCN(N=Cc2ccc(Cl)o2)C1=O. RXN SMILES: [CH3:18][C:19](=[O:20])[OH:21].[Cl:1][c:2]1[cH:3][cH:4][c:5]([CH:6]=[O:7])[o:8]1.[NH2:9][N:10]1[C:11](=[O:17])[C:12](=[O:16])[NH:13][CH2:14][CH2:15]1>>[Cl:1][c:2]1[cH:3][cH:4][c:5]([CH:6]=[N:9][N:10]2[C:11](=[O:17])[C:12](=[O:16])[NH:13][CH2:14][CH2:15]2)[o:8]1. Starting materials: C1C=CC2=CC=CC=C12 (indene), CCCCCCCCCCCC (dodecane), NC(=O)N (urea), C([O-])(O)=O.[Na+] (sodium bicarbonate), OO (hydrogen peroxide). The reagents and catalysts are S(=O)(=O)([O-])[O-].[Mn+2] (manganese sulphate). Run in O (water). Yields the product C12C(CC3=CC=CC=C13)O2 (indene oxide). The yield is 99.0%. Reaction SMILES: [CH2:1]1[C:9]2[C:4](=[CH:5][CH:6]=[CH:7][CH:8]=2)[CH:3]=[CH:2]1.CCCCCCCCCCCC.NC(N)=[O:24].C(=O)(O)[O-].[Na+].OO>O.S([O-])([O-])(=O)=O.[Mn+2]>[CH:1]12[O:24][CH:2]1[CH2:3][C:4]1[C:9]2=[CH:8][CH:7]=[CH:6][CH:5]=1 |f:3.4,7.8|. Procedure details: To a mechanically stirred solution of indene (0.01 mol), dodecane (0.001 mol), urea (0.208 mol), sodium bicarbonate (0.003 mol) and manganese sulphate (0.1 mmol) in 10.0 ml of water at 20° C. is added 30% aqueous hydrogen peroxide (0.4 mol) in three equal portions over a period of 3 hours. After 10 hours the reaction mixture was extracted with 4×5 ml diethyl ether. The combined organic layer was dried over anhydrous sodium sulphate. Removal of solvent yielded indene oxide in >99% yield with sele... The reactants are CCOC(=O)CC(C)c1ccc(NC(=O)Cc2cc(OC)c3nc(Nc4ccccc4C)oc3c2)cc1, CO, Cl, [Li+], [OH-]. The product is COc1cc(CC(=O)Nc2ccc(C(C)CC(=O)O)cc2)cc2oc(Nc3ccccc3C)nc12. Reaction SMILES: [CH3:1][O:2][c:3]1[cH:4][c:5]([CH2:20][C:21](=[O:22])[NH:23][c:24]2[cH:25][cH:26][c:27]([CH:30]([CH2:31][C:32](=[O:33])[O:34][CH2:35][CH3:36])[CH3:37])[cH:28][cH:29]2)[cH:6][c:7]2[c:8]1[n:9][c:10]([NH:12][c:13]1[c:14]([CH3:19])[cH:15][cH:16][cH:17][cH:18]1)[o:11]2.[CH3:41][OH:42].[ClH:40].[Li+:38].[OH-:39]>>[CH3:1][O:2][c:3]1[cH:4][c:5]([CH2:20][C:21](=[O:22])[NH:23][c:24]2[cH:25][cH:26][c:27]([CH:30]([CH2:31][C:32](=[O:33])[OH:34])[CH3:37])[cH:28][cH:29]2)[cH:6][c:7]2[c:8]1[n:9][c:10]([NH:12][c:13]1[c:14]([CH3:19])[cH:15][cH:16][cH:17][cH:18]1)[o:11]2.